This data is from the Open Reaction Database (ORD), a public repository of structured organic reaction records. The task is: describe an organic reaction: reactants, conditions, products, and yield Reactants: C(C)(C)(C)OC(=O)N1C(C1)CCC(=O)OC (N-t-butoxycarbonyl-β-carbomethoxyethyl-aziridine), [OH-].[Na+] (NaOH). The solvent is C(C)O (ethanol). Reaction conditions: time 2 hour. The product is C(C)(C)(C)OC(=O)N1CC1CCC(=O)O (N-t-butoxycarbonylaziridine-3-propionic acid). RXN SMILES: [C:1]([O:5][C:6]([N:8]1[CH2:10][CH:9]1[CH2:11][CH2:12][C:13]([O:15]C)=[O:14])=[O:7])([CH3:4])([CH3:3])[CH3:2].[OH-].[Na+]>C(O)C>[C:1]([O:5][C:6]([N:8]1[CH:9]([CH2:11][CH2:12][C:13]([OH:15])=[O:14])[CH2:10]1)=[O:7])([CH3:4])([CH3:2])[CH3:3] |f:1.2|. Procedure: To a solution of 1 mmol of 3 5 mL of ethanol is added 2 mL of 1 N NaOH and the mixture is stirred for 2 hours at ambient temperature. The mixture is partitioned between 25 mL of water and 25 mI. of ether. The aqueous layer is acidified to pH 2 and extracted with 2×25 mL of ether. The combined either extracts are washed with brine, dried with anhydrous MgSO4, filtered and concentrated to yield 4. Starting materials: C(C)#N (acetonitrile), C(C)(=O)O[C@H]1OC[C@@](C=C1)(C#C[Si](C)(C)C)O ((2R,5R)-5,6-dihydro-5-hydroxy-5-(2-(trimethylsilyl)ethynyl)-2H-pyran-2-yl acetate), aqueous solution. Solvent: O (water). Reaction conditions: temperature 40 celsius, time 15 hour. The product is OCC1(C=C[C@@H](O1)O)C#C[Si](C)(C)C ((R)-2,5-dihydro-5-(hydroxymethyl)-5-(2-(trimethylsilyl)ethynyl)furan-2-ol). The yield is 93.3%. Reaction SMILES: C(#N)C.C([O:7][C@@H:8]1[CH:13]=[CH:12][C@@:11]([OH:20])([C:14]#[C:15][Si:16]([CH3:19])([CH3:18])[CH3:17])[CH2:10][O:9]1)(=O)C>O>[OH:9][CH2:10][C:11]1([C:14]#[C:15][Si:16]([CH3:17])([CH3:18])[CH3:19])[O:20][C@@H:8]([OH:7])[CH:13]=[CH:12]1. Procedure: 570 mL of an acetonitrile solution containing 190 g of Compound 5 was heated to 40° C., to which 760 mL of an aqueous solution containing 19 g Lipase PS Amano SD was added and the resultant was agitated for 15 hours while maintaining the temperature at 40° C. After confirming the end of the reaction by thin-layer chromatography, the resultant was left to cool at room temperature, added with water and subjected to extraction with ethyl acetate. The organic layer was concentrated to obtain 148 g o... The reactants are C(C)(=O)O.NCCCN1C=C(C2=CC=CC=C12)C=1C(NC(C1C1=CN(C2=CC=CC=C12)C)=O)=O (3-[1-(3-aminopropyl)-3-indolyl]-4-(1-methyl-3-indolyl)-1H-pyrrole-2,5-dione acetate), C(C)(=O)O (acetic acid), ClC1=NC=CC=N1 (2-chloropyrimidine), C([O-])([O-])=O.[Na+].[Na+] (sodium carbonate). Run in CS(=O)C (DMSO), O (water). Run at temperature 80 celsius. Product: CN1C=C(C2=CC=CC=C12)C=1C(NC(C1C1=CN(C2=CC=CC=C12)CCCNC1=NC=CC=N1)=O)=O (3-(1-methyl-3-indolyl)-4-[1-[3-(2-pyrimidinylamino)propyl]-3-indolyl]-1H-pyrrole-2,5-dione). Isolated yield 57.7%. As a reaction SMILES: C(O)(=O)C.[NH2:5][CH2:6][CH2:7][CH2:8][N:9]1[C:17]2[C:12](=[CH:13][CH:14]=[CH:15][CH:16]=2)[C:11]([C:18]2[C:19](=[O:34])[NH:20][C:21](=[O:33])[C:22]=2[C:23]2[C:31]3[C:26](=[CH:27][CH:28]=[CH:29][CH:30]=3)[N:25]([CH3:32])[CH:24]=2)=[CH:10]1.C(O)(=O)C.Cl[C:40]1[N:45]=[CH:44][CH:43]=[CH:42][N:41]=1.C(=O)([O-])[O-].[Na+].[Na+]>CS(C)=O.O>[CH3:32][N:25]1[C:26]2[C:31](=[CH:30][CH:29]=[CH:28][CH:27]=2)[C:23]([C:22]2[C:21](=[O:33])[NH:20][C:19](=[O:34])[C:18]=2[C:11]2[C:12]3[C:17](=[CH:16][CH:15]=[CH:14][CH:13]=3)[N:9]([CH2:8][CH2:7][CH2:6][NH:5][C:40]3[N:45]=[CH:44][CH:43]=[CH:42][N:41]=3)[CH:10]=2)=[CH:24]1 |f:0.1,4.5.6|. Reported procedure: A mixture of 100 mg of 3-[1-(3-aminopropyl)-3-indolyl]-4-(1-methyl-3-indolyl)-1H-pyrrole-2,5-dione acetate, containing an extra equivalent of acetic acid, 75 mg of 2-chloropyrimidine and 100 mg of sodium carbonate in 100 ml of DMSO was heated at 80° C. for 2 hours. 50 ml of water were added to the cooled solution and the precipitate was filtered off and chromatographed on silica gel with 5% methanol in dichloromethane to give 60 mg of 3-(1-methyl-3-indolyl)-4-[1-[3-(2-pyrimidinylamino)propyl]-3-... The reactants are FC1=CC=C(C=C1)CC(=O)N=C=S (2-(4-fluorophenyl)acetyl isothiocyanate), NC1=CC(=C(OC2=NC=NC(=C2)NC(=O)N2CCC(CC2)N2CCN(CC2)C)C=C1)F (4-(4-amino-2-fluorophenoxy)-6-{[4-(1-methylpiperazin-4-yl)piperidin-1-yl]carbonylamino}pyrimidine), C12(C(=O)CC(CC1)C2(C)C)CS(=O)(=O)O ((+)-10-camphorsulfonic acid). The solvent is C1(=CC=CC=C1)C (toluene), C(C)O (ethanol). Reaction conditions: time 3.5 hour. Yields the product FC1=C(OC2=NC=NC(=C2)NC(=O)N2CCC(CC2)N2CCN(CC2)C)C=CC(=C1)NC(=S)NC(CC1=CC=C(C=C1)F)=O (4-(2-Fluoro-4-{3-[2-(4-fluorophenyl)acetyl]thioureido}phenoxy)-6-{[4-(1-methylpiperazin-4-yl)piperidin-1-yl]carbonylamino}pyrimidine). The yield is 46.0%. Reaction SMILES: [F:1][C:2]1[CH:7]=[CH:6][C:5]([CH2:8][C:9]([N:11]=[C:12]=[S:13])=[O:10])=[CH:4][CH:3]=1.[NH2:14][C:15]1[CH:43]=[CH:42][C:18]([O:19][C:20]2[CH:25]=[C:24]([NH:26][C:27]([N:29]3[CH2:34][CH2:33][CH:32]([N:35]4[CH2:40][CH2:39][N:38]([CH3:41])[CH2:37][CH2:36]4)[CH2:31][CH2:30]3)=[O:28])[N:23]=[CH:22][N:21]=2)=[C:17]([F:44])[CH:16]=1.C12(CS(O)(=O)=O)C(C)(C)C(CC1)CC2=O>C1(C)C=CC=CC=1.C(O)C>[F:44][C:17]1[CH:16]=[C:15]([NH:14][C:12]([NH:11][C:9](=[O:10])[CH2:8][C:5]2[CH:4]=[CH:3][C:2]([F:1])=[CH:7][CH:6]=2)=[S:13])[CH:43]=[CH:42][C:18]=1[O:19][C:20]1[CH:25]=[C:24]([NH:26][C:27]([N:29]2[CH2:30][CH2:31][CH:32]([N:35]3[CH2:40][CH2:39][N:38]([CH3:41])[CH2:37][CH2:36]3)[CH2:33][CH2:34]2)=[O:28])[N:23]=[CH:22][N:21]=1. Procedure details: After adding a solution of 2-(4-fluorophenyl)acetyl isothiocyanate in toluene (0.25 M, 2.0 ml) to a solution of 4-(4-amino-2-fluorophenoxy)-6-{[4-(1-methylpiperazin-4-yl)piperidin-1-yl]carbonylamino}pyrimidine (98 mg) and (+)-10-camphorsulfonic acid (79 mg) in ethanol (2.0 ml) at room temperature, the mixture was stirred for 3.5 hours. The reaction mixture was partitioned between ethyl acetate and saturated aqueous sodium hydrogencarbonate. The organic layer was washed with saturated aqueous sod... Conditions: time 2 hour. Procedure details: A solution of (E)-2,2-dimethyl-4-{2-[(R)-1-((R)-2-methyl-propane-2-sulfinylamino)-ethyl]-quinolin-7-yl}-but-3-enoic acid methyl ester (700 mg, 1.74 mmol) in methanol (20 mL) was treated with hydrochloric acid in 1,4-dioxane (4 M, 10 mL). After stirring at room temperature for 2 h, the volatiles were removed in vacuo. The residual solvent was azeotroped off with toluene (3×15 mL) to give crude (E)-4-[2-((R)-1-amino-ethyl)-quinolin-7-yl]-2,2-dimethyl-but-3-enoic acid methyl ester hydrochloride. Yields the product Cl.COC(C(\C=C\C1=CC=C2C=CC(=NC2=C1)[C@@H](C)N)(C)C)=O ((E)-4-[2-((R)-1-amino-ethyl)-quinolin-7-yl]-2,2-dimethyl-but-3-enoic acid methyl ester hydrochloride). The reactants are COC(C(\C=C\C1=CC=C2C=CC(=NC2=C1)[C@@H](C)N[S@](=O)C(C)(C)C)(C)C)=O ((E)-2,2-dimethyl-4-{2-[(R)-1-((R)-2-methyl-propane-2-sulfinylamino)-ethyl]-quinolin-7-yl}-but-3-enoic acid methyl ester), Cl (hydrochloric acid). Solvent: CO (methanol), O1CCOCC1 (1,4-dioxane). RXN SMILES: [CH3:1][O:2][C:3](=[O:28])[C:4]([CH3:27])([CH3:26])/[CH:5]=[CH:6]/[C:7]1[CH:16]=[C:15]2[C:10]([CH:11]=[CH:12][C:13]([C@H:17]([NH:19][S@@](C(C)(C)C)=O)[CH3:18])=[N:14]2)=[CH:9][CH:8]=1.[ClH:29]>CO.O1CCOCC1>[ClH:29].[CH3:1][O:2][C:3](=[O:28])[C:4]([CH3:27])([CH3:26])/[CH:5]=[CH:6]/[C:7]1[CH:16]=[C:15]2[C:10]([CH:11]=[CH:12][C:13]([C@H:17]([NH2:19])[CH3:18])=[N:14]2)=[CH:9][CH:8]=1 |f:4.5|. Product: COC1=CC=CC(=N1)N2CCC3(CC2)OCCO3. Reaction conditions: temperature nan celsius. Reagents/catalysts: CC(C)(C)[O-].[Na+], CC(C)C1=CC(=C(C(=C1)C(C)C)C2=CC=CC=C2P(C3CCCCC3)C4CCCCC4)C(C)C, CC(=O)O.CC(=O)O.[Pd]. The reactants are C1CNCCC12OCCO2, COC1=NC(=CC=C1)Br. The yield is 69.1%. Procedure: The same procedure as EN03653-93-01. The reactants are O=C([O-])[O-], N#Cc1ccc(CN)cc1, COCOC, [NH4+], [NH4+], O, O=S(=O)(O)O. Yields the product N#Cc1ccc(C=O)cc1. RXN SMILES: [C:16](=[O:17])([O-:18])[O-:19].[C:1](#[N:2])[c:3]1[cH:4][cH:5][c:6]([CH2:7][NH2:8])[cH:9][cH:10]1.[CH3:11][O:12][CH2:13][O:14][CH3:15].[NH4+:20].[NH4+:21].[OH2:27].[S:22](=[O:23])(=[O:24])([OH:25])[OH:26]>>[C:1](#[N:2])[c:3]1[cH:4][cH:5][c:6]([CH:7]=[O:12])[cH:9][cH:10]1. The reactants are [Al+3], CC(=O)OC(C)=O, CC(=O)O, CC#N, [Ca+2], [Cl-], [Cl-], [Cl-], [Cl-], [Cl-], [Cl-], [Cl-], [Cl-], [Cl-], Cl[Cu]Cl, Cl[Co]Cl, [Fe+2], N, [Zn+2], O=C1OC(=O)c2ncccc21, c1ccc2[nH]ccc2c1. As a reaction SMILES: [Al+3:25].[CH3:28][C:29]([O:30][C:31](=[O:32])[CH3:33])=[O:34].[CH3:36][C:37](=[O:38])[OH:39].[CH3:40][C:41]#[N:42].[Ca+2:23].[Cl-:21].[Cl-:22].[Cl-:24].[Cl-:26].[Cl-:27].[Cl-:43].[Cl-:45].[Cl-:46].[Cl-:48].[Cl:52][Cu:53][Cl:54].[Co:49]([Cl:50])[Cl:51].[Fe+2:47].[NH3:35].[Zn+2:44].[n:1]1[c:2]2[c:7]([cH:8][cH:9][cH:10]1)[C:6](=[O:11])[O:5][C:3]2=[O:4].[nH:12]1[c:13]2[c:14]([cH:15][cH:16][cH:17][cH:18]2)[cH:19][cH:20]1>>[n:1]1[c:2]2[c:7]([cH:8][cH:9][cH:10]1)[C:6](=[O:11])[O:5][CH2:3]2. Yields the product O=C1OCc2ncccc21.